From a dataset of the Open Reaction Database (ORD), a public repository of structured organic reaction records. describe an organic reaction: reactants, conditions, products, and yield The reactants are CC1=CC=C2CCC(C2=C1)=O (6-methyl-1-indanone), O (water), CC(C=C)O (3-buten-2-ol), C1(=CC=C(C=C1)S(=O)(=O)O)C (p-toluenesulfonic acid). The solvent is COC(C)(C)OC (2,2-dimethoxypropane). Yields the product C(C=CC)C1C(C2=CC(=CC=C2C1)C)=O ((RS)-2-(2-buten-1-yl)-6-methyl-1-indanone). Yield: 83.0%. As a reaction SMILES: [CH3:1][C:2]1[CH:10]=[C:9]2[C:5]([CH2:6][CH2:7][C:8]2=[O:11])=[CH:4][CH:3]=1.[CH3:12][CH:13](O)[CH:14]=[CH2:15].C1(C)C=CC(S(O)(=O)=O)=CC=1.O>COC(OC)(C)C>[CH2:12]([CH:7]1[CH2:6][C:5]2[C:9](=[CH:10][C:2]([CH3:1])=[CH:3][CH:4]=2)[C:8]1=[O:11])[CH:13]=[CH:14][CH3:15]. Procedure: A solution of 14.2 g of 6-methyl-1-indanone, 20.1 ml of 3-buten-2-ol and 140 mg of p-toluenesulfonic acid in 140 ml of 2,2-dimethoxypropane was boiled under reflux for 69 hours on a water separator filled with molecular sieve (0.4 nm, 2 mm pearl shaped). The reaction mixture was subsequently concentrated in a vacuum and purified by column chromatography on silica gel (hexane/diethyl ether 5:1). 16.3 g (83%) of (RS)-2-(2-buten-1-yl)-6-methyl-1-indanone were obtained as a yellow oil.